This data is from the Open Reaction Database (ORD), a public repository of structured organic reaction records. The task is: describe an organic reaction: reactants, conditions, products, and yield Starting materials: ClOC(C)(C)C (tert-butyl hypochlorite), BrC1=NC=CC(=C1)\C=C\C1=CC=CC=C1 ((E)-2-bromo-4-styrylpyridine), potassium osmate dihydrate, C(N)(OC(C)(C)C)=O (tert-butyl carbamate), [OH-].[Na+] (sodium hydroxide), CC[C@H]1CN2CC[C@H]1C[C@@H]2[C@H](C3=C4C=C(C=CC4=NC=C3)OC)OC5=NN=C(C6=CC=CC=C65)O[C@H]([C@H]7C[C@@H]8CCN7C[C@@H]8CC)C9=C1C=C(C=CC1=NC=C9)OC ((DHQD)2PHAL). The solvent is C(CC)O (propanol), C(CC)O (propanol), O (water), C(CC)O (propanol). Reaction conditions: temperature 0 celsius, time 5 minute. Yields the product BrC1=NC=CC(=C1)[C@H]([C@@H](C1=CC=CC=C1)O)NC(OC(C)(C)C)=O (tert-butyl (1R,2R)-1-(2-bromopyridin-4-yl)-2-hydroxy-2-phenylethylcarbamate). RXN SMILES: [C:1](=[O:8])([O:3][C:4]([CH3:7])([CH3:6])[CH3:5])[NH2:2].[OH-].[Na+].Cl[O:12]C(C)(C)C.CC[C@@H]1[C@@H]2C[C@H]([C@@H](OC3C4C(=CC=CC=4)C(O[C@@H](C4C=CN=C5C=4C=C(OC)C=C5)[C@@H]4N5C[C@H](CC)[C@@H](CC5)C4)=NN=3)C3C=CN=C4C=3C=C(OC)C=C4)N(CC2)C1.[Br:75][C:76]1[CH:81]=[C:80](/[CH:82]=[CH:83]/[C:84]2[CH:89]=[CH:88][CH:87]=[CH:86][CH:85]=2)[CH:79]=[CH:78][N:77]=1>C(O)CC.O>[Br:75][C:76]1[CH:81]=[C:80]([C@@H:82]([NH:2][C:1](=[O:8])[O:3][C:4]([CH3:7])([CH3:6])[CH3:5])[C@H:83]([OH:12])[C:84]2[CH:85]=[CH:86][CH:87]=[CH:88][CH:89]=2)[CH:79]=[CH:78][N:77]=1 |f:1.2|. Procedure details: To a solution of tert-butyl carbamate (2.96 g, 25.3 mmol) in propanol (30 mL) was added sodium hydroxide (0.994 g, 24.86 mmol) in water (54 mL) followed by tert-butyl hypochlorite (2.81 mL, 24.86 mmol). After 5 min, the solution was cooled to 0° C. and treated with a solution of (DHQD)2PHAL (0.317 g, 0.407 mmol) in propanol (30 mL). To this was added a solution of (E)-2-bromo-4-styrylpyridine (2.12 g, 8.15 mmol) in propanol (51 mL). To this was added potassium osmate dihydrate (0.120 g, 0.326 mm... Reactants: [Al+3], [Br-], CC[Mg+], COc1cc(C(=O)Cl)cc(OC)c1OC, COc1ncc2cc[nH]c2n1, [Cl-], [Cl-], [Cl-], [Cl-], [Cl-], ClCCl, [Zn+2]. Product: COc1ncc2c(C(=O)c3cc(OC)c(OC)c(OC)c3)c[nH]c2n1. Reaction SMILES: [Al+3:28].[Br-:34].[CH2:35]([Mg+:36])[CH3:37].[CH3:12][O:13][c:14]1[cH:15][c:16]([C:17](=[O:18])[Cl:19])[cH:20][c:21]([O:25][CH3:26])[c:22]1[O:23][CH3:24].[CH3:1][O:2][c:3]1[n:4][cH:5][c:6]2[c:7]([n:8]1)[nH:9][cH:10][cH:11]2.[Cl-:27].[Cl-:29].[Cl-:30].[Cl-:38].[Cl-:40].[Cl:31][CH2:32][Cl:33].[Zn+2:39]>>[CH3:1][O:2][c:3]1[n:4][cH:5][c:6]2[c:7]([n:8]1)[nH:9][cH:10][c:11]2[C:17]([c:16]1[cH:15][c:14]([O:13][CH3:12])[c:22]([O:23][CH3:24])[c:21]([O:25][CH3:26])[cH:20]1)=[O:18]. The reactants are C=1C=CC2=C(C1)N=NN2O (HOBT), CCN=C=NCCCN(C)C.Cl (EDC.HCl), C(C)(C)(C)OC(=O)N1[C@H](CNCC1)CCCC (1-tert-butoxycarbonyl-2(S)-n-butylpiperazine), CC1=C(C(=O)O)C=CC=C1C (2,3-dimethylbenzoic acid). Solvent: C(C)N(CC)CC (triethylamine). Product: C(C)(C)(C)OC(=O)N1[C@H](CN(CC1)C(C1=C(C(=CC=C1)C)C)=O)CCCC (1-tert-Butoxycarbonyl-2(S)-n-butyl-4-(2,3-dimethylbenzoyl)piperazine), oil. As a reaction SMILES: [C:1]([O:5][C:6]([N:8]1[CH2:13][CH2:12][NH:11][CH2:10][C@@H:9]1[CH2:14][CH2:15][CH2:16][CH3:17])=[O:7])([CH3:4])([CH3:3])[CH3:2].[CH3:18][C:19]1[C:27]([CH3:28])=[CH:26][CH:25]=[CH:24][C:20]=1[C:21](O)=[O:22].C1C=CC2N(O)N=NC=2C=1.CCN=C=NCCCN(C)C.Cl>C(N(CC)CC)C>[C:1]([O:5][C:6]([N:8]1[CH2:13][CH2:12][N:11]([C:21](=[O:22])[C:20]2[CH:24]=[CH:25][CH:26]=[C:27]([CH3:28])[C:19]=2[CH3:18])[CH2:10][C@@H:9]1[CH2:14][CH2:15][CH2:16][CH3:17])=[O:7])([CH3:4])([CH3:3])[CH3:2] |f:3.4|. Procedure details: The title compound was prepared according to the procedure described for Example 1, Step A except using 1-tert-butoxycarbonyl-2(S)-n-butylpiperazine (1.26 g, 5.20 mmol), 2,3-dimethylbenzoic acid (0.820 g, 5.46 mmol), HOBT (0.70 g, 5.20 mmol), EDC.HCl (1.09 g, 5.72 mmol) and triethylamine to adjust the pH to 7. The crude product was chromatographed on silica gel with 20% ethyl acetate in hexane. The title compound was obtained as a thick oil (1.76 g). NMR (300 MHz, DMSO-d6) δ 7.15 (2H, m), 6.06 (... The reactants are C[Si](C)(C)[N-][Si](C)(C)C.[Na+] (NaHMDS), C(C1=CC=CC=C1)[C@@H]1N(C(OC1)=O)C([C@H](\C=C\CC(=O)N1C(OC[C@@H]1CC1=CC=CC=C1)=O)CC1=CC=C(C=C1)F)=O ((S,E)-1,6-bis((S)-4-benzyl-2-oxooxazolidin-3-yl)-2-(4-fluorobenzyl)hex-3-ene-1,6-dione), C(C=C)I (allyl iodide). Run in C1CCOC1 (THF), C1CCOC1 (THF). Reaction conditions: temperature -78 celsius, time 30 minute. The product is C(C=C)[C@H](C(=O)N1C(OC[C@@H]1CC1=CC=CC=C1)=O)\C=C\[C@@H](C(=O)N1C(OC[C@@H]1CC1=CC=CC=C1)=O)CC1=CC=C(C=C1)F ((2S,5S,E)-2-allyl-1,6-bis((S)-4-benzyl-2-oxooxazolidin-3-yl)-5-(4-fluorobenzyl)hex-3-ene-1,6-dione). The yield is 57.5%. Reaction SMILES: C[Si]([N-][Si](C)(C)C)(C)C.[Na+].[CH2:11]([C@H:18]1[CH2:22][O:21][C:20](=[O:23])[N:19]1[C:24](=[O:52])[C@@H:25]([CH2:44][C:45]1[CH:50]=[CH:49][C:48]([F:51])=[CH:47][CH:46]=1)/[CH:26]=[CH:27]/[CH2:28][C:29]([N:31]1[C@@H:35]([CH2:36][C:37]2[CH:42]=[CH:41][CH:40]=[CH:39][CH:38]=2)[CH2:34][O:33][C:32]1=[O:43])=[O:30])[C:12]1[CH:17]=[CH:16][CH:15]=[CH:14][CH:13]=1.[CH2:53](I)[CH:54]=[CH2:55]>C1COCC1>[CH2:55]([C@@H:28](/[CH:27]=[CH:26]/[C@H:25]([CH2:44][C:45]1[CH:50]=[CH:49][C:48]([F:51])=[CH:47][CH:46]=1)[C:24]([N:19]1[C@@H:18]([CH2:11][C:12]2[CH:17]=[CH:16][CH:15]=[CH:14][CH:13]=2)[CH2:22][O:21][C:20]1=[O:23])=[O:52])[C:29]([N:31]1[C@@H:35]([CH2:36][C:37]2[CH:42]=[CH:41][CH:40]=[CH:39][CH:38]=2)[CH2:34][O:33][C:32]1=[O:43])=[O:30])[CH:54]=[CH2:53] |f:0.1|. Procedure: A solution of NaHMDS (1.0 M in THF, 1.34 mL, 1.34 mmol) was slowly added dropwise over 10 min to a −78° C. solution of (S,E)-1,6-bis((S)-4-benzyl-2-oxooxazolidin-3-yl)-2-(4-fluorobenzyl)hex-3-ene-1,6-dione (763 mg, 1.34 mmol) in THF (4.8 mL). After the addition, the reaction mixture was allowed to stir for another 30 min at −78° C. and then a solution of allyl iodide (225 mg, 1.34 mmol) in THF (0.5 mL) was added dropwise. The reaction temperature was then warmed to −40° C. and stirred at −40° C.... Reactants: OC(C)C1(CC2C(C3=C(C4=CC=CC=C4C(=C3CC2CC1)OC)OC)=O)O (1,2,3,4,4a,5,12,12a-octahydro-2-(1-hydroxyethyl)-2-hydroxy-6,11-dimethoxy-12-oxo-naphthacene). The reagents and catalysts are C([O-])([O-])=O.[Ag+2] (silver carbonate). Run in C1=CC=CC=C1 (benzene). Product: C(C)(=O)C1(CC2C(C3=C(C4=CC=CC=C4C(=C3CC2CC1)OC)OC)=O)O (1,2,3,4,4a,5,12,12a-Octahydro-2-acetyl-2-hydroxy-6,11-dimethoxy-12-oxo-naphthacene). Yield: 100.5%. Reaction SMILES: [OH:1][CH:2]([C:4]1([OH:27])[CH2:21][CH2:20][CH:19]2[CH:6]([C:7](=[O:26])[C:8]3[C:17]([CH2:18]2)=[C:16]([O:22][CH3:23])[C:15]2[C:10](=[CH:11][CH:12]=[CH:13][CH:14]=2)[C:9]=3[O:24][CH3:25])[CH2:5]1)[CH3:3]>C1C=CC=CC=1.C(=O)([O-])[O-].[Ag+2]>[C:2]([C:4]1([OH:27])[CH2:21][CH2:20][CH:19]2[CH:6]([C:7](=[O:26])[C:8]3[C:17]([CH2:18]2)=[C:16]([O:22][CH3:23])[C:15]2[C:10](=[CH:11][CH:12]=[CH:13][CH:14]=2)[C:9]=3[O:24][CH3:25])[CH2:5]1)(=[O:1])[CH3:3] |f:2.3|. Procedure: 0.1 g of 1,2,3,4,4a,5,12,12a-octahydro-2-(1-hydroxyethyl)-2-hydroxy-6,11-dimethoxy-12-oxo-naphthacene, prepared as described in Example 12, in benzene was treated with 1 g of silver carbonate at refluxing temperature. After filtering off the inorganic solids and removing the solvent, 0.1 g of the title product was obtained. Reactants: OC=1C=C(C=CC1O)CC(=O)O (3,4-dihydroxy-phenylacetic acid), O.O.O.O.O.O.O.O.[OH-].[Ba+2].[OH-] (barium hydroxide octahydrate), C(C)OS(=O)(=O)OCC (diethylsulphate), C(C)(=O)OCC (ethyl acetate), S(=O)(=O)(O)[O-].[K+] (potassium hydrogen sulphate). Run in O (water). Reaction conditions: temperature 40 celsius, time 2 hour. Product: C(C)OC=1C=C(C=CC1OCC)CC(=O)O (3,4-diethoxy-phenylacetic acid). RXN SMILES: [OH:1][C:2]1[CH:3]=[C:4]([CH2:9][C:10]([OH:12])=[O:11])[CH:5]=[CH:6][C:7]=1[OH:8].O.O.O.O.O.O.O.O.[OH-].[Ba+2].[OH-].S([O-])(O)(=O)=O.[K+].[C:30](OCC)(=O)[CH3:31].[CH2:36](OS(OCC)(=O)=O)[CH3:37]>O>[CH2:30]([O:1][C:2]1[CH:3]=[C:4]([CH2:9][C:10]([OH:12])=[O:11])[CH:5]=[CH:6][C:7]=1[O:8][CH2:36][CH3:37])[CH3:31] |f:1.2.3.4.5.6.7.8.9.10.11,12.13|. Procedure: 0.8 g of 3,4-dihydroxy-phenylacetic acid and 6.9 g of barium hydroxide octahydrate are dissolved in 50 ml of water and at ambient temperature 2.9 ml of diethylsulphate are added dropwise. The solution is stirred for 2 hours at ambient temperature and for 2 hours at 40° C. After this time the solution is acidified with saturated potassium hydrogen sulphate solution, mixed with ethyl acetate and the suspension is filtered through Celite. The phases are separated and the ethyl acetate phase is drie... Reactants: [OH-].[K+] (potassium hydroxide), FC=1C=CC(=C(C1)O)[N+](=O)[O-] (5-fluoro-2-nitrophenol), CS(=O)C (DMSO), CI (methyl iodide), CI (methyl iodide). Solvent: O (water). Reaction conditions: time 1 hour. Product: FC1=CC(=C(C=C1)[N+](=O)[O-])OC (4-fluoro-2-methoxy-1-nitrobenzene). RXN SMILES: [F:1][C:2]1[CH:3]=[CH:4][C:5]([N+:9]([O-:11])=[O:10])=[C:6]([OH:8])[CH:7]=1.[CH3:12]S(C)=O.CI.[OH-].[K+]>O>[F:1][C:2]1[CH:3]=[CH:4][C:5]([N+:9]([O-:11])=[O:10])=[C:6]([O:8][CH3:12])[CH:7]=1 |f:3.4|. Procedure details: 25 g (0.159 mol) of 5-fluoro-2-nitrophenol are added to 125 ml of DMSO. 22.5 g (0.159 mol) of methyl iodide are then added, followed by dropwise addition, while keeping the temperature below 25° C., of 17.8 g of aqueous 50% potassium hydroxide solution. The mixture is stirred for one hour at ambient temperature and a further 22.5 g (0.159 mol) of methyl iodide are then added. After stirring for 24 hours, the reaction medium is poured into 125 ml of water and then extracted with 60 ml of dichloro... Reactants: C[Al](C)C (trimethylaluminium), COC1=CC(=C(C(=C1)C)S(=O)(=O)N(C)CC1=NOC(=N1)C(=O)OCC)C (ethyl 3-({[(4-methoxy-2,6-dimethylphenyl)sulfonyl](methyl)amino}methyl)-1,2,4-oxadiazole-5-carboxylate), N1(CCCC1)CCN1CCNCC1 (1-[2-(pyrrolidin-1-yl)ethyl]piperazine). The solvent is ClCCCl (DCE). Product: N (NH3), COC1=CC(=C(C(=C1)C)S(=O)(=O)N(CC1=NOC(=N1)C(=O)N1CCN(CC1)CCN1CCCC1)C)C (4-Methoxy-N,2,6-trimethyl-N-[(5-{[4-(2-pyrrolidin-1-ylethyl)piperazin-1-yl]carbonyl}-1,2,4-oxadiazol-3-yl)methyl]benzenesulfonamide). As a reaction SMILES: [CH3:1][O:2][C:3]1[CH:8]=[C:7]([CH3:9])[C:6]([S:10]([N:13]([CH2:15][C:16]2[N:20]=[C:19]([C:21]([O:23]CC)=O)[O:18][N:17]=2)[CH3:14])(=[O:12])=[O:11])=[C:5]([CH3:26])[CH:4]=1.[N:27]1([CH2:32][CH2:33][N:34]2[CH2:39][CH2:38][NH:37][CH2:36][CH2:35]2)[CH2:31][CH2:30][CH2:29][CH2:28]1.C[Al](C)C>ClCCCl>[NH3:13].[CH3:1][O:2][C:3]1[CH:8]=[C:7]([CH3:9])[C:6]([S:10]([N:13]([CH3:14])[CH2:15][C:16]2[N:20]=[C:19]([C:21]([N:37]3[CH2:36][CH2:35][N:34]([CH2:33][CH2:32][N:27]4[CH2:28][CH2:29][CH2:30][CH2:31]4)[CH2:39][CH2:38]3)=[O:23])[O:18][N:17]=2)(=[O:11])=[O:12])=[C:5]([CH3:26])[CH:4]=1. Procedure details: The title compound was prepared according to general procedure AT using ethyl 3-({[(4-methoxy-2,6-dimethylphenyl)sulfonyl](methyl)amino}methyl)-1,2,4-oxadiazole-5-carboxylate (30 mg, 0.08 mmol), 1-[2-(pyrrolidin-1-yl)ethyl]piperazine (29 mg, 0.16 mmol) and trimethylaluminium (2 M in toluene, 0.08 mL) in DCE (5 mL). The crude product was purified using FCC, eluting with 95:4.5:0.5 DCM:MeOH:NH3, to afford the title compound. The reactants are C(#N)C1=C2C(N(C(=NC2=CC=C1)[C@H](C)NC(OC(C)(C)C)=O)C1=CC=CC=C1)=O ((S)-tert-butyl (1-(5-cyano-4-oxo-3-phenyl-3,4-dihydroquinazolin-2-yl)ethyl)carbamate), C1CCOC1.O (THF H2O). Reaction conditions: temperature 80 celsius. Yields the product C(N)(=O)C1=C2C(N(C(=NC2=CC=C1)[C@H](C)NC(OC(C)(C)C)=O)C1=CC=CC=C1)=O ((S)-tert-butyl (1-(5-carbamoyl-4-oxo-3-phenyl-3,4-dihydroquinazolin-2-yl)ethyl)carbamate). RXN SMILES: [C:1]([C:3]1[CH:12]=[CH:11][CH:10]=[C:9]2[C:4]=1[C:5](=[O:29])[N:6]([C:23]1[CH:28]=[CH:27][CH:26]=[CH:25][CH:24]=1)[C:7]([C@@H:13]([NH:15][C:16](=[O:22])[O:17][C:18]([CH3:21])([CH3:20])[CH3:19])[CH3:14])=[N:8]2)#[N:2].C1C[O:33]CC1.O>>[C:1]([C:3]1[CH:12]=[CH:11][CH:10]=[C:9]2[C:4]=1[C:5](=[O:29])[N:6]([C:23]1[CH:24]=[CH:25][CH:26]=[CH:27][CH:28]=1)[C:7]([C@@H:13]([NH:15][C:16](=[O:22])[O:17][C:18]([CH3:20])([CH3:21])[CH3:19])[CH3:14])=[N:8]2)(=[O:33])[NH2:2] |f:1.2|. Procedure details: To a solution of (S)-tert-butyl (1-(5-cyano-4-oxo-3-phenyl-3,4-dihydroquinazolin-2-yl)ethyl)carbamate (105 mg, 0.269 mmol) in THF/H2O (1 mL each) was added Ghaffar's catalyst. The mixture was heated to 80° C. overnight. Purification by flash chromatography (25 g silica, 0-100% EtOAc/DCM) provided (S)-tert-butyl (1-(5-carbamoyl-4-oxo-3-phenyl-3,4-dihydroquinazolin-2-yl)ethyl)carbamate as a white solid. ES/MS 409.1 (M+H+). Reaction SMILES: [OH-].[Na+].[CH3:3][O:4][CH2:5][CH2:6][O:7][CH2:8][CH2:9][O:10][CH2:11][CH2:12][OH:13].[S:14](Cl)([C:17]1[CH:23]=[CH:22][C:20]([CH3:21])=[CH:19][CH:18]=1)(=[O:16])=[O:15].Cl>C1COCC1.O>[S:14]([C:17]1[CH:23]=[CH:22][C:20]([CH3:21])=[CH:19][CH:18]=1)([O:13][CH2:12][CH2:11][O:10][CH2:9][CH2:8][O:7][CH2:6][CH2:5][O:4][CH3:3])(=[O:16])=[O:15] |f:0.1|. Run in C1CCOC1 (THF), C1CCOC1 (THF), O (water). The product is S(=O)(=O)(OCCOCCOCCOC)C1=CC=C(C)C=C1 (triethylene glycol monomethyl ether monotosylate). The reactants are COCCOCCOCCO (triethylene glycol monomethyl ether), S(=O)(=O)(C1=CC=C(C)C=C1)Cl (tosyl chloride), [OH-].[Na+] (NaOH), Cl (HCl). Reaction conditions: temperature 0 celsius, time 15 minute. Procedure details: In an oven dried 12 L three-necked roundbottom flask, equipped with a magnetic stir bar and a 1000 mL pressure-equalizing dropping funnel, a solution of NaOH (440.0 g, 11.0 mol) is added to 1800 mL water and the mixture is cooled to approximately 0° C. A solution of triethylene glycol monomethyl ether, Formula A, (656.84 g, 4.0 mol) in THF (1000 mL) is added. The clear solution is stirred vigorously at 0° C. for 15 min and a solution of tosyl chloride (915.12, 4.8 mol) in THF (2.0 L) added dropw...